From a dataset of the Open Reaction Database (ORD), a public repository of structured organic reaction records. describe an organic reaction: reactants, conditions, products, and yield Conditions: temperature 80 celsius, time 12 hour. Starting materials: NC1CCN(CC1)CC1=CC=CC=C1 (4-amino-1-benzylpiperidine), C1(CCCCC1)N=C=NC1CCCCC1 (dicyclohexylcarbodiimide). Procedure details: 3.8 g of 4-amino-1-benzylpiperidine (20 mmol) was combined with 4.7 g of dicyclohexylcarbodiimide (23 mmol) in 80 ml of DMF and stirred for 12 hours at 80° C. The solvent was evaporated in vacuo and the residue was flash-chromatographed using ethyl acetate/methanol (1:1) whereby 54. g of 1-benzyl-4(N′, N″-dicyclohexyl-guanidino)piperidine was obtained (71%). 5 g of the product (12.6 mmol) was dissolved in 60 ml of methanol and hydrogenated using 0.6 g of Pd(C) at 2 bar hydrogen pressure. Thus ob... The solvent is CN(C)C=O (DMF). RXN SMILES: [NH2:1][CH:2]1[CH2:7][CH2:6][N:5]([CH2:8][C:9]2[CH:14]=[CH:13][CH:12]=[CH:11][CH:10]=2)[CH2:4][CH2:3]1.[CH:15]1([N:21]=[C:22]=[N:23][CH:24]2[CH2:29][CH2:28][CH2:27][CH2:26][CH2:25]2)[CH2:20][CH2:19][CH2:18][CH2:17][CH2:16]1>CN(C=O)C>[CH2:8]([N:5]1[CH2:6][CH2:7][CH:2]([NH:1][C:22]([NH:23][CH:24]2[CH2:29][CH2:28][CH2:27][CH2:26][CH2:25]2)=[N:21][CH:15]2[CH2:20][CH2:19][CH2:18][CH2:17][CH2:16]2)[CH2:3][CH2:4]1)[C:9]1[CH:14]=[CH:13][CH:12]=[CH:11][CH:10]=1. The product is C(C1=CC=CC=C1)N1CCC(CC1)NC(=NC1CCCCC1)NC1CCCCC1 (1-benzyl-4(N′, N″-dicyclohexyl-guanidino)piperidine). Reactants: C(C)N1N=CC=2C1=NC1=CC=CC=C1C2Cl (1-ethyl-4-chloro-1H-pyrazolo[3,4-b]quinoline), CS(=O)C (DMSO), C(CC1=CC=CC=C1)N (phenethylamine). Run in O (water). Run at temperature 80 celsius. The product is C(C)N1N=CC=2C1=NC1=CC=CC=C1C2NCCC2=CC=CC=C2 (1-ethyl-N-(phenylethyl)-1H-pyrazolo[3,4-b]quinoline-4 amine). The yield is 79.0%. RXN SMILES: [CH2:1]([N:3]1[C:7]2=[N:8][C:9]3[C:14]([C:15](Cl)=[C:6]2[CH:5]=[N:4]1)=[CH:13][CH:12]=[CH:11][CH:10]=3)[CH3:2].CS(C)=O.[CH2:21]([NH2:29])[CH2:22][C:23]1[CH:28]=[CH:27][CH:26]=[CH:25][CH:24]=1>O>[CH2:1]([N:3]1[C:7]2=[N:8][C:9]3[C:14]([C:15]([NH:29][CH2:21][CH2:22][C:23]4[CH:28]=[CH:27][CH:26]=[CH:25][CH:24]=4)=[C:6]2[CH:5]=[N:4]1)=[CH:13][CH:12]=[CH:11][CH:10]=3)[CH3:2]. Procedure details: A mixture of 1-ethyl-4-chloro-1H-pyrazolo[3,4-b]quinoline (11.6 g, 0.05 mol), DMSO (20 ml) and phenethylamine (12.1 g, 0.1 mol) was heated at 80° C. overnight. The reaction mixture was poured into water (1 L) and the precipitate which formed was collected by filtration and washed with water. The solid was dissolved in hot ethyl acetate, and then the solution was dried over MgSO4, filtered and evaporated to a small volume. Hexane was added and then the mixture was cooled in an ice-bath and then t... Starting materials: P(=O)(Cl)(Cl)Cl (phosphorous oxychloride), CN(C1=CC=CC=C1)C=O (N-methylformanilide), COC1=C(C=C(C=C1)OC)C (2,5-dimethoxytoluene). Run in O (water). Conditions: time 50 minute. The product is COC1=C(C=O)C=C(C(=C1)C)OC (2,5-dimethoxy-4-methylbenzaldehyde). RXN SMILES: P(Cl)(Cl)(Cl)=O.CN([CH:14]=[O:15])C1C=CC=CC=1.[CH3:16][O:17][C:18]1[CH:23]=[CH:22][C:21]([O:24][CH3:25])=[CH:20][C:19]=1[CH3:26]>O>[CH3:25][O:24][C:21]1[CH:20]=[C:19]([CH3:26])[C:18]([O:17][CH3:16])=[CH:23][C:22]=1[CH:14]=[O:15]. Procedure: A solution of 40 ml. phosphorous oxychloride (POCl3) and 45 ml. of N-methylformanilide is allowed to stand at ambient temperature for 50 minutes. There is then added 15.2 g. of 2,5-dimethoxytoluene and the resulting solution is heated on the steam bath for 140 minutes. The extremely dark viscous reaction mixture is added to 2 liters of water, and allowed to stir for several hours to complete the hydrolysis of the reaction intermediates. The solid product is removed by filtration, and after washi... Reactants: BrC=1C=CC2=C(S(C3=C2C=CC(=C3)Br)(=O)=O)C1 (3,7-dibromodibenzothiophene-5,5-dioxide), N12C[C@H](C(CC1)CC2)O ((S)-(−)-quinuclidin-3-ol), N1=CC=CC2=CC=C3C=CC=NC3=C12 (1,10-phenanthroline), C([O-])([O-])=O.[Cs+].[Cs+] (cesium carbonate). The reagents and catalysts are [Cu]I (copper (I) iodide). The solvent is C1(=CC=CC=C1)C (toluene). Run at temperature 110 celsius, time 30 hour. Yields the product O=S1(C2=C(C3=C1C=CC=C3)C=CC(=C2)O[C@@H]2CN3CCC2CC3)=O ((S)-3-(5,5-Dioxo-5H-5λ6-dibenzothiophen-3-yloxy)-1-aza-bicyclo[2.2.2]octane). Isolated yield 61.7%. As a reaction SMILES: Br[C:2]1[CH:3]=[CH:4][C:5]2[C:9]3[CH:10]=[CH:11][C:12](Br)=[CH:13][C:8]=3[S:7](=[O:16])(=[O:15])[C:6]=2[CH:17]=1.[N:18]12[CH2:25][CH2:24][CH:21]([CH2:22][CH2:23]1)[C@H:20]([OH:26])[CH2:19]2.N1C2C(=CC=C3C=2N=CC=C3)C=CC=1.C(=O)([O-])[O-].[Cs+].[Cs+]>C1(C)C=CC=CC=1.[Cu]I>[O:15]=[S:7]1(=[O:16])[C:6]2[CH:17]=[CH:2][CH:3]=[CH:4][C:5]=2[C:9]2[CH:10]=[CH:11][C:12]([O:26][C@H:20]3[CH:21]4[CH2:24][CH2:25][N:18]([CH2:23][CH2:22]4)[CH2:19]3)=[CH:13][C:8]1=2 |f:3.4.5|. Reported procedure: A mixture of 3,7-dibromodibenzothiophene-5,5-dioxide (0.60 g, 1.75 mmol; see J. Med. Chem. 1978, 21, 1084), (S)-(−)-quinuclidin-3-ol (280 mg, 2.2 mmol; Acros), copper (I) iodide (33 mg, 0.17 mmol; Aldrich), 1,10-phenanthroline (63 mg, 0.35 mol; Aldrich) and powdered cesium carbonate (0.86 g, 2.64 mmol; Aldrich) in toluene (2 mL) was heated to 110° C. with vigorous stirring for 30 h. After cooling to room temperature, the reaction mixture was filtered through diatomaceous earth, rinsing with ethy...